Task: describe an organic reaction: reactants, conditions, products, and yield. Dataset: the Open Reaction Database (ORD), a public repository of structured organic reaction records Reactants: CN(NCCCC[C@H](NC(=O)OCC1=CC=CC=C1)C(=O)OC(C)(C)C)C (Nε-dimethylamino-Nα-CBZ-O-t-butyl L-lysine), OO (hydrogen peroxide), OO (hydrogen peroxide). Run in CO (methanol). Conditions: temperature 60 celsius, time 48 hour. Yields the product CN(NCCCC[C@H]([NH+](C(=O)OCC1=CC=CC=C1)[O-])C(=O)OC(C)(C)C)C (Nε-dimethylamino-Nα-CBZ-O-t-butyl L-lysine N-oxide). Reaction SMILES: [CH3:1][N:2]([CH3:27])[NH:3][CH2:4][CH2:5][CH2:6][CH2:7][C@@H:8]([C:20]([O:22][C:23]([CH3:26])([CH3:25])[CH3:24])=[O:21])[NH:9][C:10]([O:12][CH2:13][C:14]1[CH:19]=[CH:18][CH:17]=[CH:16][CH:15]=1)=[O:11].[OH:28]O>CO>[CH3:27][N:2]([CH3:1])[NH:3][CH2:4][CH2:5][CH2:6][CH2:7][C@@H:8]([C:20]([O:22][C:23]([CH3:24])([CH3:26])[CH3:25])=[O:21])[NH+:9]([O-:28])[C:10]([O:12][CH2:13][C:14]1[CH:19]=[CH:18][CH:17]=[CH:16][CH:15]=1)=[O:11]. Procedure: A solution of 25.3 g of dimethylamine 2, 7.9 mL of 30% hydrogen peroxide and 150 mL of methanol was stirred for 5 h after which an additional 7.9 g of 30% hydrogen peroxide was added. The reaction was allowed to stir for 48 h and monitored by silica gel TLC, eluting with solvent A. A 1 mL aqueous slurry of approximately 5 mg of platinum black was added whereupon the reaction was stirred for 7 h and another slurry of 5-10 mg platinum black added. The mixture was stirred overnight and monitored fo... Procedure: Compound 28 was prepared from 3-(4-acetamidophenyl)propanoic acid and 2-amino-N-(2,4-dichloro-3-(((2-methyl-4-(pyridin-2-ylmethoxy)quinolin-8-yl)oxy)methyl)phenyl)-N-methylacetamide in a as described for compound 1. MS (APCI) 700(M+), 1H NMR (CDCl3) 1.91 (s, 3H), 2.4-2.6 (m, 5H), 2.80-2.93 (m, 2H), 3.10 (s, 3H), 3.32-3.45 (m, 1H), 3.61-3.71 (m, 1H), 5.41 (s, 2H), 5.45-5.56 (m, 2H), 6.41-6.45 (m, 1H), 6.71 (s, 1H), 6.91-7.05 (m, 3H), 7.18-7.21 (m, 1H), 7.22-7.28 (m, 1H), 7.31-7.50 (m, 2H), 7.55-7... The reactants are C(C)(=O)NC1=CC=C(C=C1)CCC(=O)O (3-(4-acetamidophenyl)propanoic acid), NCC(=O)N(C)C1=C(C(=C(C=C1)Cl)COC=1C=CC=C2C(=CC(=NC12)C)OCC1=NC=CC=C1)Cl (2-amino-N-(2,4-dichloro-3-(((2-methyl-4-(pyridin-2-ylmethoxy)quinolin-8-yl)oxy)methyl)phenyl)-N-methylacetamide), ClC1=C(C=CC(=C1COC1=CC=CC=2N(C(=NC21)OC)CC2=NC=CC=C2)Cl)N(C(CNC(CCC2=CC=C(C(=O)NCCOC)C=C2)=O)=O)C (4-(3-((2-((2,4-dichloro-3-(((2-methoxy-1-(pyridin-2-ylmethyl)-1H-benzo[d]imidazol-4-yl)oxy)methyl)phenyl)(methyl)amino)-2-oxoethyl)amino)-3-oxopropyl)-N-(2-methoxyethyl)benzamide). Reaction SMILES: [C:1]([NH:4][C:5]1[CH:10]=[CH:9][C:8]([CH2:11][CH2:12][C:13]([OH:15])=O)=[CH:7][CH:6]=1)(=[O:3])[CH3:2].[NH2:16][CH2:17][C:18]([N:20]([C:22]1[CH:27]=[CH:26][C:25]([Cl:28])=[C:24]([CH2:29][O:30][C:31]2[CH:32]=[CH:33][CH:34]=[C:35]3[C:40]=2[N:39]=[C:38]([CH3:41])[CH:37]=[C:36]3[O:42][CH2:43][C:44]2[CH:49]=[CH:48][CH:47]=[CH:46][N:45]=2)[C:23]=1[Cl:50])[CH3:21])=[O:19].ClC1C(COC2C3N=C(OC)N(CC4C=CC=CN=4)C=3C=CC=2)=C(Cl)C=CC=1N(C)C(=O)CNC(=O)CCC1C=CC(C(NCCOC)=O)=CC=1>>[C:1]([NH:4][C:5]1[CH:6]=[CH:7][C:8]([CH2:11][CH2:12][C:13]([NH:16][CH2:17][C:18]([N:20]([C:22]2[CH:27]=[CH:26][C:25]([Cl:28])=[C:24]([CH2:29][O:30][C:31]3[CH:32]=[CH:33][CH:34]=[C:35]4[C:40]=3[N:39]=[C:38]([CH3:41])[CH:37]=[C:36]4[O:42][CH2:43][C:44]3[CH:49]=[CH:48][CH:47]=[CH:46][N:45]=3)[C:23]=2[Cl:50])[CH3:21])=[O:19])=[O:15])=[CH:9][CH:10]=1)(=[O:3])[CH3:2]. The product is C(C)(=O)NC1=CC=C(C=C1)CCC(=O)NCC(=O)N(C)C1=C(C(=C(C=C1)Cl)COC=1C=CC=C2C(=CC(=NC12)C)OCC1=NC=CC=C1)Cl (3-(4-acetamidophenyl)-N-(2-((2,4-dichloro-3-(((2-methyl-4-(pyridin-2-ylmethoxy)quinolin-8-yl)oxy)methyl)phenyl)(methyl)amino)-2-oxoethyl)propanamide). The reactants are CN(C)C=O, [Cl-], COc1c(Cl)cc(C(=O)N2CS(=O)c3ccccc32)cc1Cl, Cl, [Li+]. Product: O=C(c1cc(Cl)c(O)c(Cl)c1)N1CS(=O)c2ccccc21. Reaction SMILES: [CH3:26][N:27]([CH3:28])[CH:29]=[O:30].[Cl-:24].[Cl:1][c:2]1[cH:3][c:4]([C:5](=[O:6])[N:7]2[CH2:8][S:9](=[O:16])[c:10]3[c:11]2[cH:12][cH:13][cH:14][cH:15]3)[cH:17][c:18]([Cl:22])[c:19]1[O:20][CH3:21].[ClH:25].[Li+:23]>>[Cl:1][c:2]1[cH:3][c:4]([C:5](=[O:6])[N:7]2[CH2:8][S:9](=[O:16])[c:10]3[c:11]2[cH:12][cH:13][cH:14][cH:15]3)[cH:17][c:18]([Cl:22])[c:19]1[OH:20]. The reactants are O[C@H]1C[C@H](CCC1)N1C(C2=CC=CC=C2C1=O)=O (2-[(1S,3R)-3-hydroxycyclohexyl]isoindoline-1,3-dione), [Cr](=O)(=O)([O-])Cl.[NH+]1=CC=CC=C1 (pyridinium chlorochromate), C([O-])(O)=O.[Na+] (sodium bicarbonate). Solvent: ClCCl (dichloromethane). Run at temperature 25 celsius, time 5 hour. Yields the product O=C1C[C@H](CCC1)N1C(C2=CC=CC=C2C1=O)=O ((S)-2-(3-oxocyclohexyl)isoindoline-1,3-dione). As a reaction SMILES: [OH:1][C@@H:2]1[CH2:7][CH2:6][CH2:5][C@H:4]([N:8]2[C:16](=[O:17])[C:15]3[C:10](=[CH:11][CH:12]=[CH:13][CH:14]=3)[C:9]2=[O:18])[CH2:3]1.[Cr](Cl)([O-])(=O)=O.[NH+]1C=CC=CC=1.C(=O)(O)[O-].[Na+]>ClCCl>[O:1]=[C:2]1[CH2:7][CH2:6][CH2:5][C@H:4]([N:8]2[C:16](=[O:17])[C:15]3[C:10](=[CH:11][CH:12]=[CH:13][CH:14]=3)[C:9]2=[O:18])[CH2:3]1 |f:1.2,3.4|. Reported procedure: To a stirred solution of 2-[(3R)-3-hydroxycyclohexyl]isoindoline-1,3-dione (3, 1.4 g, 5.71 mmol) in dichloromethane (50 mL) at 0° C., was added pyridinium chlorochromate (3.69 g, 17.12 mmol). The mixture was allowed to stir at 25° C. for 5 hours while monitoring by TLC. The reaction mixture was made basic (pH 8) with saturated aqueous sodium bicarbonate solution and extracted with dichloromethane (2×150 mL). The combined organic layers were dried over sodium sulfate and concentrated under reduce... Reactants: C(CCCC#C)O (5-hexyn-1-ol), BrC1=C2/C(/C(NC2=CC=C1)=O)=C/C=1NC=CC1OC ((Z)-4-bromo-1,3-dihydro-3-[(3-methoxy-1H-pyrrol-2-yl)methylene]-2H-indol-2-one), BrC1=C2/C(/C(NC2=CC=C1)=O)=C/C=1NC=CC1OC ((Z)-4-bromo-1,3-dihydro-3-[(3-methoxy-1H-pyrrol-2-yl)methylene]-2H-indol-2-one). Reagents/catalysts: Cl[Pd]([P](C1=CC=CC=C1)(C2=CC=CC=C2)C3=CC=CC=C3)([P](C4=CC=CC=C4)(C5=CC=CC=C5)C6=CC=CC=C6)Cl ((Ph3P)2PdCl2). Solvent: CCN(CC)CC (Et3N), CN(C)C=O (DMF). Product: OCCCCC#CC1=C2/C(/C(NC2=CC=C1)=O)=C/C=1NC=CC1OC ((Z)-1,3-dihydro-4-(6-hydroxy-1-hexynyl)-3-[(3-methoxy-1H-pyrrol-2-yl)methylene]-2H-indol-2-one). RXN SMILES: [CH2:1]([OH:7])[CH2:2][CH2:3][CH2:4][C:5]#[CH:6].Br[C:9]1[CH:17]=[CH:16][CH:15]=[C:14]2[C:10]=1/[C:11](=[CH:19]/[C:20]1[NH:21][CH:22]=[CH:23][C:24]=1[O:25][CH3:26])/[C:12](=[O:18])[NH:13]2>Cl[Pd](Cl)([P](C1C=CC=CC=1)(C1C=CC=CC=1)C1C=CC=CC=1)[P](C1C=CC=CC=1)(C1C=CC=CC=1)C1C=CC=CC=1.CN(C=O)C.CCN(CC)CC>[OH:7][CH2:1][CH2:2][CH2:3][CH2:4][C:5]#[C:6][C:9]1[CH:17]=[CH:16][CH:15]=[C:14]2[C:10]=1/[C:11](=[CH:19]/[C:20]1[NH:21][CH:22]=[CH:23][C:24]=1[O:25][CH3:26])/[C:12](=[O:18])[NH:13]2 |^1:29,48|. Reported procedure: Using general Method D above, 5-hexyn-1-ol (56 mg, 0.57 mmol) (Aldrich) was coupled with (Z)-4-bromo-1,3-dihydro-3-[(3-methoxy-1H-pyrrol-2-yl)methylene]-2H-indol-2-one (110 mg, 0.38 mmol) (Starting Material 1 supra) using (Ph3P)2PdCl2 (13 mg) (Aldrich) and Cul (7 mg) (Aldrich) as catalyst in DMF (3 mL) and Et3N (3 mL) as solvent at 70° C. for 14 h to yield (Z)-1,3-dihydro-4-(6-hydroxy-1-hexynyl)-3-[(3-methoxy-1H-pyrrol-2-yl)methylene]-2H-indol-2-one. Starting materials: CO, COC(=O)c1cnccc1C1CCCCC1, Cl, [Na+], [OH-]. Yields the product O=C(O)c1cnccc1C1CCCCC1, Cl. As a reaction SMILES: [CH3:20][OH:21].[CH:1]1([c:7]2[cH:8][cH:9][n:10][cH:11][c:12]2[C:13](=[O:14])[O:15][CH3:16])[CH2:2][CH2:3][CH2:4][CH2:5][CH2:6]1.[ClH:19].[Na+:18].[OH-:17]>>[CH:1]1([c:7]2[cH:8][cH:9][n:10][cH:11][c:12]2[C:13](=[O:14])[OH:15])[CH2:2][CH2:3][CH2:4][CH2:5][CH2:6]1.[ClH:19].